From a dataset of the Open Reaction Database (ORD), a public repository of structured organic reaction records. describe an organic reaction: reactants, conditions, products, and yield Starting materials: ClCCl, O=P(Cl)(Cl)Cl, O=S(=O)(O)c1cnc2ccccn12. Yields the product O=S(=O)(Cl)c1cnc2ccccn12. RXN SMILES: [Cl:19][CH2:20][Cl:21].[P:14]([Cl:15])([Cl:16])([Cl:17])=[O:18].[n:1]1[cH:2][c:3]([S:10](=[O:11])(=[O:12])[OH:13])[n:4]2[c:5]1[cH:6][cH:7][cH:8][cH:9]2>>[n:1]1[cH:2][c:3]([S:10](=[O:11])(=[O:13])[Cl:16])[n:4]2[c:5]1[cH:6][cH:7][cH:8][cH:9]2. Starting materials: CCN1CCc2ccc(N)cc2CC1, OC1CCCCC1Nc1nc(Cl)ncc1Cl. The product is CCN1CCc2ccc(Nc3ncc(Cl)c(NC4CCCCC4O)n3)cc2CC1. Reaction SMILES: [CH2:1]([CH3:2])[N:3]1[CH2:4][CH2:5][c:6]2[c:7]([cH:10][c:11]([NH2:14])[cH:12][cH:13]2)[CH2:8][CH2:9]1.[Cl:15][c:16]1[n:17][cH:18][c:19]([Cl:30])[c:20]([NH:22][CH:23]2[CH:24]([OH:29])[CH2:25][CH2:26][CH2:27][CH2:28]2)[n:21]1>>[CH2:1]([CH3:2])[N:3]1[CH2:4][CH2:5][c:6]2[c:7]([cH:10][c:11]([NH:14][c:16]3[n:17][cH:18][c:19]([Cl:30])[c:20]([NH:22][CH:23]4[CH:24]([OH:29])[CH2:25][CH2:26][CH2:27][CH2:28]4)[n:21]3)[cH:12][cH:13]2)[CH2:8][CH2:9]1. As a reaction SMILES: [C:1]([C:4]1[CH:9]=[CH:8][CH:7]=[CH:6][CH:5]=1)(=[O:3])[CH3:2].Cl.[CH3:11][NH:12][CH3:13].O1CCO[CH2:15]1.Cl>>[CH3:11][N:12]([CH3:15])[CH2:13][CH2:2][C:1]([C:4]1[CH:9]=[CH:8][CH:7]=[CH:6][CH:5]=1)=[O:3] |f:1.2|. Starting materials: C(C)(=O)C1=CC=CC=C1 (acetophenone), Cl.CNC (dimethylamine hydrochloride), O1COCC1 (1,3-dioxolane), Cl (hydrochloric acid). Procedure: 30.0 g of acetophenone are mixed with 24.5 g of dimethylamine hydrochloride and 74.1 g of 1,3-dioxolane, 2.5 g of concentrated hydrochloric acid are added, and the mixture is heated to exactly 90° C. and maintained at that temperature for 3.5 hours. Excess dioxolane is distilled off and the residue is cooled to 0° C. The resulting 3-dimethylamino-1-phenylpropan-1-one of formula The product is CN(CCC(=O)C1=CC=CC=C1)C (3-dimethylamino-1-phenylpropan-1-one). Conditions: temperature 0 celsius. Reactants: C(C)(C)(C)OC(=O)N(CC1=C(C=CC(=C1)[N+](=O)[O-])F)C(=O)OC(C)(C)C (N-(2-fluoro-5-nitrophenylmethyl)iminodicarboxylic acid di-t-butyl ester), N1CCCC1 (pyrrolidine). The yield is 80.0%. Yields the product C(C)(C)(C)OC(=O)N(CC1=C(C=CC(=C1)[N+](=O)[O-])N1CCCC1)C(=O)OC(C)(C)C (N-(5-nitro-2-(pyrrolidin-1-yl)phenylmethyl)iminodicarboxylic acid di-t-butyl ester). Reaction SMILES: [C:1]([O:5][C:6]([N:8]([C:20]([O:22][C:23]([CH3:26])([CH3:25])[CH3:24])=[O:21])[CH2:9][C:10]1[CH:15]=[C:14]([N+:16]([O-:18])=[O:17])[CH:13]=[CH:12][C:11]=1F)=[O:7])([CH3:4])([CH3:3])[CH3:2].[NH:27]1[CH2:31][CH2:30][CH2:29][CH2:28]1>>[C:1]([O:5][C:6]([N:8]([C:20]([O:22][C:23]([CH3:26])([CH3:25])[CH3:24])=[O:21])[CH2:9][C:10]1[CH:15]=[C:14]([N+:16]([O-:18])=[O:17])[CH:13]=[CH:12][C:11]=1[N:27]1[CH2:31][CH2:30][CH2:29][CH2:28]1)=[O:7])([CH3:4])([CH3:3])[CH3:2]. Procedure details: Using the compound obtained in Example 263 as a starting material and also using pyrrolidine as a reagent, the same procedure of Example 264 gave the titled compound (yield, 80%). Reactants: crystals, C1(CCCCC1)N=C=NC1CCCCC1 (dicyclohexylcarbodiimide), C[C@@H]1C[C@H]2[C@H](O2)/C=C\C=C\C(=O)CC3=C(C(=CC(=C3Cl)O)O)C(=O)O1 (radicicol), OCCCCCCCCCCCCCCCC(=O)O (16-hydroxyhexadecanoic acid). The solvent is O1CCCC1 (tetrahydrofuran). Yields the product CN(C)C1=NC=CC=C1 (dimethylaminopyridine), title compound. Reaction SMILES: [CH3:1][C@H]1OC(=O)C2C(O)=CC(O)=C(Cl)C=2CC(=O)C=CC=C[C@H]2O[C@H]2C1.OCCCCCCCCCCCCCCCC(O)=O.[CH:45]1([N:51]=[C:52]=[N:53][CH:54]2[CH2:59][CH2:58][CH2:57]CC2)CCCCC1>O1CCCC1>[CH3:1][N:51]([C:52]1[CH:57]=[CH:58][CH:59]=[CH:54][N:53]=1)[CH3:45]. Procedure details: Following a procedure similar to that described in Example 12, but using 365 mg of radicicol, 681 mg of 16-hydroxyhexadecanoic acid, 20 ml of dry tetrahydrofuran, 516 mg of dicyclohexylcarbodiimide and a catalytic amount of dimethylaminopyridine, 661 mg of the title compound were obtained as crystals melting at 85°-86° C. The reactants are [BH4-], CO, COC(=O)C(Cc1ccc(O)cc1)NC(=O)OCc1ccc(C)cc1, [Na+]. Yields the product Cc1ccc(COC(=O)NC(CO)Cc2ccc(O)cc2)cc1. Reaction SMILES: [BH4-:1].[CH3:28][OH:29].[CH3:3][c:4]1[cH:5][cH:6][c:7]([CH2:8][O:9][C:10](=[O:11])[NH:12][CH:13]([CH2:14][c:15]2[cH:16][cH:17][c:18]([OH:21])[cH:19][cH:20]2)[C:22](=[O:23])[O:24][CH3:25])[cH:26][cH:27]1.[Na+:2]>>[CH3:3][c:4]1[cH:5][cH:6][c:7]([CH2:8][O:9][C:10](=[O:11])[NH:12][CH:13]([CH2:14][c:15]2[cH:16][cH:17][c:18]([OH:21])[cH:19][cH:20]2)[CH2:22][OH:23])[cH:26][cH:27]1. Reactants: CCc1nc2c(C)cc(C)nc2n1-c1ccc(CCO)cc1, ClCCl, Cc1ccc(S(=O)(=O)N=C=O)cc1. RXN SMILES: [CH2:1]([CH3:2])[c:3]1[n:4][c:5]2[c:6]([n:7][c:8]([CH3:12])[cH:9][c:10]2[CH3:11])[n:13]1-[c:14]1[cH:15][cH:16][c:17]([CH2:20][CH2:21][OH:22])[cH:18][cH:19]1.[Cl:36][CH2:37][Cl:38].[c:23]1([CH3:35])[cH:24][cH:25][c:26]([S:29](=[O:30])(=[O:31])[N:32]=[C:33]=[O:34])[cH:27][cH:28]1>>[CH2:1]([CH3:2])[c:3]1[n:4][c:5]2[c:6]([n:7][c:8]([CH3:12])[cH:9][c:10]2[CH3:11])[n:13]1-[c:14]1[cH:15][cH:16][c:17]([CH2:20][CH2:21][O:22][C:33]([NH:32][S:29]([c:26]2[cH:25][cH:24][c:23]([CH3:35])[cH:28][cH:27]2)(=[O:30])=[O:31])=[O:34])[cH:18][cH:19]1. Product: CCc1nc2c(C)cc(C)nc2n1-c1ccc(CCOC(=O)NS(=O)(=O)c2ccc(C)cc2)cc1. Reactants: C[Si](C)(C)C=[N+]=[N-] (Trimethylsilyldiazomethane), N1=CN=CC2=C1C(=CS2)C(=O)O (thieno[3,2-d]pyrimidine-7-carboxylic acid). Solvent: ClCCl (dichloromethane), CO (methanol). Run at time 1 hour. The product is COC(=O)C1=CSC2=C1N=CN=C2 (thieno[3,2-d]pyrimidine-7-carboxylic acid methyl ester). RXN SMILES: [CH3:1][Si](C=[N+]=[N-])(C)C.[N:8]1[C:13]2[C:14]([C:17]([OH:19])=[O:18])=[CH:15][S:16][C:12]=2[CH:11]=[N:10][CH:9]=1>ClCCl.CO>[CH3:1][O:18][C:17]([C:14]1[C:13]2[N:8]=[CH:9][N:10]=[CH:11][C:12]=2[S:16][CH:15]=1)=[O:19]. Procedure: Trimethylsilyldiazomethane (2 M in hexane, 1 mL) was added to a suspension of thieno[3,2-d]pyrimidine-7-carboxylic acid (50 mg) in a mixture of dichloromethane and methanol (95/5, 1 mL) and the resulting mixture was stirred at room temperature for 1 hour. The reaction mixture was then evaporated under reduced pressure and the crude residue was purified by flash chromatography (DCM/MeOH, 97/3) to give 40 mg of thieno[3,2-d]pyrimidine-7-carboxylic acid methyl ester. The reactants are OC=C1C(NC2=CC(=CC=C12)C(=O)C=1C=C(C=CC1)NC(C)=O)=O (N-[3-(3-Hydroxymethylene-2-oxo-2,3-dihydro-1H-indole-6-carbonyl)-phenyl]-acetamide), NC=1C=C(C=CC1)O (3-aminophenol). The solvent is C1CCOC1 (THF). Reaction conditions: temperature 65 celsius, time 24 hour. Product: OC=1C=C(C=CC1)NC=C1C(NC2=CC(=CC=C12)C(=O)C=1C=C(C=CC1)NC(C)=O)=O (N-(3-{3-[(3-Hydroxy-phenylamino)-methylene]-2-oxo-2,3-dihydro-1H-indole-6-carbonyl}-phenyl)-acetamide). Isolated yield 45.2%. As a reaction SMILES: O[CH:2]=[C:3]1[C:11]2[C:6](=[CH:7][C:8]([C:12]([C:14]3[CH:15]=[C:16]([NH:20][C:21](=[O:23])[CH3:22])[CH:17]=[CH:18][CH:19]=3)=[O:13])=[CH:9][CH:10]=2)[NH:5][C:4]1=[O:24].[NH2:25][C:26]1[CH:27]=[C:28]([OH:32])[CH:29]=[CH:30][CH:31]=1>C1COCC1>[OH:32][C:28]1[CH:27]=[C:26]([NH:25][CH:2]=[C:3]2[C:11]3[C:6](=[CH:7][C:8]([C:12]([C:14]4[CH:15]=[C:16]([NH:20][C:21](=[O:23])[CH3:22])[CH:17]=[CH:18][CH:19]=4)=[O:13])=[CH:9][CH:10]=3)[NH:5][C:4]2=[O:24])[CH:31]=[CH:30][CH:29]=1. Procedure: A small screw cap test tube was charged with N-[3-(3-Hydroxymethylene-2-oxo-2,3-dihydro-1H-indole-6-carbonyl)-phenyl]-acetamide (as prepared in Example 40, 100 mg, 0.310 mmol) and THF (2 mL). To the resulting solution was added 3-aminophenol (37.24 mg, 0.341 mmol), and the mixture was stirred for 24 h at 65° C. Subsequently, the reaction mixture was cooled to room temperature and concentrated in vacuo. Ethyl acetate and Hexanes were added to the reaction mixture. The solid precipitate that forme...